From a dataset of the Open Reaction Database (ORD), a public repository of structured organic reaction records. describe an organic reaction: reactants, conditions, products, and yield The reactants are O=Cc1ccc2c(c1)c(Cl)nn2Cc1ccc(Cl)cc1C(F)(F)F, O=C1CSC(N2CCOC(CO)C2)=N1. Yields the product O=C1N=C(N2CCOC(CO)C2)SC1=Cc1ccc2c(c1)c(Cl)nn2Cc1ccc(Cl)cc1C(F)(F)F. Reaction SMILES: [Cl:1][c:2]1[n:3][n:4]([CH2:13][c:14]2[c:15]([C:21]([F:22])([F:23])[F:24])[cH:16][c:17]([Cl:20])[cH:18][cH:19]2)[c:5]2[cH:6][cH:7][c:8]([CH:11]=[O:12])[cH:9][c:10]12.[OH:25][CH2:26][CH:27]1[O:28][CH2:29][CH2:30][N:31]([C:33]2=[N:37][C:36](=[O:38])[CH2:35][S:34]2)[CH2:32]1>>[Cl:1][c:2]1[n:3][n:4]([CH2:13][c:14]2[c:15]([C:21]([F:22])([F:23])[F:24])[cH:16][c:17]([Cl:20])[cH:18][cH:19]2)[c:5]2[cH:6][cH:7][c:8]([CH:11]=[C:35]3[S:34][C:33]([N:31]4[CH2:30][CH2:29][O:28][CH:27]([CH2:26][OH:25])[CH2:32]4)=[N:37][C:36]3=[O:38])[cH:9][c:10]12. The reactants are FC(C1=C(C=CC(=C1)C(F)(F)F)C(C)=O)(F)F (1-[2,4-bis(trifluoromethyl)phenyl]ethanone), N1CCC(CC1)CO (piperidin-4-ylmethanol), C(O)([O-])=O.[Na+] (sodium hydrogen carbonate). The reagents and catalysts are CC([O-])C.[Ti+4].CC([O-])C.CC([O-])C.CC([O-])C (titanium (IV) isopropoxide). The solvent is C1CCOC1 (THF). Run at temperature 70 celsius, time 8 hour. The product is FC(C1=C(C=CC(=C1)C(F)(F)F)C(=C)N1CCC(CC1)CO)(F)F ((1-{1-[2,4-bis(trifluoromethyl)phenyl]ethenyl}piperidin-4-yl)methanol). RXN SMILES: [F:1][C:2]([F:17])([F:16])[C:3]1[CH:8]=[C:7]([C:9]([F:12])([F:11])[F:10])[CH:6]=[CH:5][C:4]=1[C:13](=O)[CH3:14].[NH:18]1[CH2:23][CH2:22][CH:21]([CH2:24][OH:25])[CH2:20][CH2:19]1.C(=O)([O-])O.[Na+]>C1COCC1.CC(C)[O-].[Ti+4].CC(C)[O-].CC(C)[O-].CC(C)[O-]>[F:1][C:2]([F:17])([F:16])[C:3]1[CH:8]=[C:7]([C:9]([F:12])([F:11])[F:10])[CH:6]=[CH:5][C:4]=1[C:13]([N:18]1[CH2:23][CH2:22][CH:21]([CH2:24][OH:25])[CH2:20][CH2:19]1)=[CH2:14] |f:2.3,5.6.7.8.9|. Procedure: To a solution of 1-[2,4-bis(trifluoromethyl)phenyl]ethanone (10.0 g) and piperidin-4-ylmethanol (5.40 g) in THF (368 mL) was added titanium (IV) isopropoxide (34.6 mL). The reaction mixture was stirred at 70° C. overnight, and poured into ice-cooled saturated aqueous sodium hydrogen carbonate solution and the insoluble material was filtered through celite. The organic layer of the filtrate was separated, and the aqueous layer was extracted with ethyl acetate. The organic layer was washed with sa... The reactants are C1(CCCC1)NC1=NC(=NC(=C1C)C)NCC1=NC=CC=C1 (N4-cyclopentyl-5,6-dimethyl-N2-(pyridin-2-ylmethyl)pyrimidine-2,4-diamine), O1N=C(C=C1)N (isoxazol-3-amine). Product: CC=1C(=NC(=NC1C)NCC1=NC=CC=C1)NC1=NOC=C1 (5,6-dimethyl-N4-(1,2-oxazol-3-yl)-N2-(pyridin-2-ylmethyl)pyrimidine-2,4-diamine). As a reaction SMILES: [CH:1]1([NH:6][C:7]2[C:12]([CH3:13])=[C:11]([CH3:14])[N:10]=[C:9]([NH:15][CH2:16][C:17]3[CH:22]=[CH:21][CH:20]=[CH:19][N:18]=3)[N:8]=2)CC[CH2:3][CH2:2]1.[O:23]1C=CC(N)=[N:24]1>>[CH3:13][C:12]1[C:7]([NH:6][C:1]2[CH:2]=[CH:3][O:23][N:24]=2)=[N:8][C:9]([NH:15][CH2:16][C:17]2[CH:22]=[CH:21][CH:20]=[CH:19][N:18]=2)=[N:10][C:11]=1[CH3:14]. Reported procedure: The titled compound was synthesized according to the procedure described for preparation of N4-cyclopentyl-5,6-dimethyl-N2-(pyridin-2-ylmethyl)pyrimidine-2,4-diamine (Example 29) using isoxazol-3-amine instead of cyclopentanamine. The crude material was purified by column chromatography eluting with mixture of chloroform/ethanol/20% water solution of ammonia (200:10:1), and then the final product was washed with diethyl ether to afford the titled compound as a white solid. 1H NMR (300 MHz, CDCl3... The reactants are COC(=O)C=1NC2=CC=CC=C2C1CC(=O)OC (3-methoxycarbonylmethyl-1H-indole-2-carboxylic acid methyl ester), BrCC1=CC=CC2=CC=C(C=C12)F (1-bromomethyl-7-fluoro-naphthalene). Yields the product COC(=O)C=1N(C2=CC=CC=C2C1CC(=O)OC)CC1=CC=CC2=CC=C(C=C12)F (1-(7-fluoro-naphthalen-1-ylmethyl)-3-methoxycarbonylmethyl-1H-indole-2-carboxylic acid methyl ester). Reaction SMILES: [CH3:1][O:2][C:3]([C:5]1[NH:6][C:7]2[C:12]([C:13]=1[CH2:14][C:15]([O:17][CH3:18])=[O:16])=[CH:11][CH:10]=[CH:9][CH:8]=2)=[O:4].Br[CH2:20][C:21]1[C:30]2[C:25](=[CH:26][CH:27]=[C:28]([F:31])[CH:29]=2)[CH:24]=[CH:23][CH:22]=1>>[CH3:1][O:2][C:3]([C:5]1[N:6]([CH2:20][C:21]2[C:30]3[C:25](=[CH:26][CH:27]=[C:28]([F:31])[CH:29]=3)[CH:24]=[CH:23][CH:22]=2)[C:7]2[C:12]([C:13]=1[CH2:14][C:15]([O:17][CH3:18])=[O:16])=[CH:11][CH:10]=[CH:9][CH:8]=2)=[O:4]. Procedure details: Using general procedure B, 3-methoxycarbonylmethyl-1H-indole-2-carboxylic acid methyl ester (prepared according to Lit. 2) was coupled with 1-bromomethyl-7-fluoro-naphthalene (from Example 49.3.) to give 1-(7-fluoro-naphthalen-1-ylmethyl)-3-methoxycarbonylmethyl-1H-indole-2-carboxylic acid methyl ester which was hydrolyzed as described in the general procedure B (Exp. 2.2) to the title compound as a white solid. MS: 375.9 ([M−H]−). Reactants: ClC1=NC(=C2N=CN(C2=N1)C1CCCC1)NCCNC(C1=CC=C(C=C1)F)=O (N-[2-[(2-chloro-9-cyclopentyl-9H-purin-6-yl)-amino]ethyl]-4-fluoro-benzamide), N[C@@H]1CC[C@H](CC1)N (trans-1,4-diaminocyclohexane). Reaction conditions: temperature 140 celsius. Product: Cl.Cl.N[C@@H]1CC[C@H](CC1)NC1=NC(=C2N=CN(C2=N1)C1CCCC1)NCCNC(C1=CC=C(C=C1)F)=O (trans-N-[2-[[2-[(4-amino-cyclohexyl)-amino]-9-cyclopentyl-9H-purin-6-yl]-amino]-ethyl]-4-fluoro-benzamide dihydrochloride). RXN SMILES: [Cl:1][C:2]1[N:10]=[C:9]2[C:5]([N:6]=[CH:7][N:8]2[CH:11]2[CH2:15][CH2:14][CH2:13][CH2:12]2)=[C:4]([NH:16][CH2:17][CH2:18][NH:19][C:20](=[O:28])[C:21]2[CH:26]=[CH:25][C:24]([F:27])=[CH:23][CH:22]=2)[N:3]=1.[NH2:29][C@H:30]1[CH2:35][CH2:34][C@H:33]([NH2:36])[CH2:32][CH2:31]1>>[ClH:1].[ClH:1].[NH2:29][C@H:30]1[CH2:35][CH2:34][C@H:33]([NH:36][C:2]2[N:10]=[C:9]3[C:5]([N:6]=[CH:7][N:8]3[CH:11]3[CH2:15][CH2:14][CH2:13][CH2:12]3)=[C:4]([NH:16][CH2:17][CH2:18][NH:19][C:20](=[O:28])[C:21]3[CH:26]=[CH:25][C:24]([F:27])=[CH:23][CH:22]=3)[N:3]=2)[CH2:32][CH2:31]1 |f:2.3.4|. Procedure details: 247 mg of the product obtained in Stage 1 above and 350 mg of trans-1,4-diaminocyclohexane are mixed together and the reaction medium is heated to 140° C. for 6 hours. After evaporating the solvent, chromatography on silica is carried out (eluent methylene chloride/methanol/ammonium hydroxide 85/15/1.5) followed by taking up in an ethanolic solution of hydrochloric acid, leaving to crystallize, separating, drying under reduced pressure and 130 mg of expected product is recovered.